Dataset: the Open Reaction Database (ORD), a public repository of structured organic reaction records. Task: describe an organic reaction: reactants, conditions, products, and yield Starting materials: COC(=O)[C@@H]1CC[C@H](CC1)CNC1=C(C=CC(=C1)OC)[N+](=O)[O-] (trans-4-[(5-Methoxy-2-nitro-phenylamino)-methyl]cyclohexane carboxylic acid methyl ester), [H][H] (hydrogen). Reagents/catalysts: [Pd] (Pd/C). The product is COC(=O)[C@@H]1CC[C@H](CC1)CNC1=C(C=CC(=C1)OC)N (trans-4-[(2-Amino-5-methoxy-phenylamino)-methyl]-cyclohexane carboxylic acid methyl ester). Isolated yield 96.0%. Reaction SMILES: [CH3:1][O:2][C:3]([C@H:5]1[CH2:10][CH2:9][C@H:8]([CH2:11][NH:12][C:13]2[CH:18]=[C:17]([O:19][CH3:20])[CH:16]=[CH:15][C:14]=2[N+:21]([O-])=O)[CH2:7][CH2:6]1)=[O:4].[H][H]>[Pd]>[CH3:1][O:2][C:3]([C@H:5]1[CH2:6][CH2:7][C@H:8]([CH2:11][NH:12][C:13]2[CH:18]=[C:17]([O:19][CH3:20])[CH:16]=[CH:15][C:14]=2[NH2:21])[CH2:9][CH2:10]1)=[O:4]. Procedure details: trans-4-[(5-Methoxy-2-nitro-phenylamino)-methyl]cyclohexane carboxylic acid methyl ester (800 mg, 2.48 mmol) was dissolved in 10 ml of EtAc mixed with 80 mg of Pd/C (10%, wet) and transferred in a Eyela reactor. The mixture was left overnight under 5 bar of hydrogen, then the solution was filtered through cellulose and the solvent removed under reduced pressure to give the titled compound as a brown solid. (700 mg, yield=96%) Starting materials: O, COc1ccc(C(=O)c2cc(Cl)ccc2NS(=O)(=O)c2ccc(C)cc2)c(O)c1OC, O=S(=O)(O)O. Yields the product COc1ccc(C(=O)c2cc(Cl)ccc2N)c(O)c1OC. Reaction SMILES: [OH2:37].[S:1]([c:2]1[cH:3][cH:4][c:5]([CH3:6])[cH:7][cH:8]1)(=[O:9])(=[O:10])[NH:11][c:12]1[c:13]([C:14](=[O:15])[c:16]2[c:17]([OH:26])[c:18]([O:24][CH3:25])[c:19]([O:22][CH3:23])[cH:20][cH:21]2)[cH:27][c:28]([Cl:31])[cH:29][cH:30]1.[S:32](=[O:33])(=[O:34])([OH:35])[OH:36]>>[NH2:11][c:12]1[c:13]([C:14](=[O:15])[c:16]2[c:17]([OH:26])[c:18]([O:24][CH3:25])[c:19]([O:22][CH3:23])[cH:20][cH:21]2)[cH:27][c:28]([Cl:31])[cH:29][cH:30]1. As a reaction SMILES: [Cl:1][c:2]1[cH:3][cH:4][c:5]2[c:6]([cH:21]1)[C:7](=[O:20])[N:8]1[CH:9]([c:10]3[n:11]-2[cH:12][n:13][c:14]3[C:15](=[O:16])[NH2:17])[CH2:18][CH2:19]1.[F:28][C:29]([F:30])([F:31])[C:32]([O:33][C:34](=[O:35])[C:36]([F:37])([F:38])[F:39])=[O:40].[O:41]1[CH2:42][CH2:43][O:44][CH2:45][CH2:46]1.[cH:22]1[cH:23][cH:24][n:25][cH:26][cH:27]1>>[Cl:1][c:2]1[cH:3][cH:4][c:5]2[c:6]([cH:21]1)[C:7](=[O:20])[N:8]1[CH:9]([c:10]3[n:11]-2[cH:12][n:13][c:14]3[C:15]#[N:17])[CH2:18][CH2:19]1. Starting materials: NC(=O)c1ncn2c1C1CCN1C(=O)c1cc(Cl)ccc1-2, O=C(OC(=O)C(F)(F)F)C(F)(F)F, C1COCCO1, c1ccncc1. Yields the product N#Cc1ncn2c1C1CCN1C(=O)c1cc(Cl)ccc1-2. Starting materials: C[C@@]12C(CC[C@H]1[C@@H]1CCC3=CC(CC[C@]3(C)[C@H]1CC2)=O)=O (androst-4-ene-3,17-dione), O (water), solution, C[Al](C)C (trimethyl aluminum). The reagents and catalysts are [Cu]Br (copper(I) bromide). The solvent is O1CCOCC1 (dioxane), O1CCOCC1 (dioxane), C1(=CC=CC=C1)C (toluene). Run at temperature 30 celsius, time 2 hour. Yields the product C[C@@]12CC[C@H]3[C@@H]4CCC([C@@]4(C)CC[C@@H]3[C@]2(CCC(C1)=O)C)=O (5β-Methylandrostane-3,17-dione). Reaction SMILES: [CH3:1][C@:2]12[CH2:19][CH2:18][C@H:17]3[C@@H:7]([CH2:8][CH2:9][C:10]4[C@:15]3([CH3:16])[CH2:14][CH2:13][C:12](=[O:20])[CH:11]=4)[C@@H:6]1[CH2:5][CH2:4][C:3]2=[O:21].[CH3:22][Al](C)C.O>O1CCOCC1.C1(C)C=CC=CC=1.[Cu]Br>[CH3:22][C@@:10]12[CH2:11][C:12](=[O:20])[CH2:13][CH2:14][C@:15]1([CH3:16])[C@@H:17]1[C@H:7]([C@H:6]3[C@@:2]([CH2:19][CH2:18]1)([CH3:1])[C:3](=[O:21])[CH2:4][CH2:5]3)[CH2:8][CH2:9]2. Procedure details: 2.86 g (10 mmol) of androst-4-ene-3,17-dione and 143.3 mg (1 mmol) of copper(I) bromide are dissolved in 20 ml of dry dioxane. 9.4 ml (11 mmol) of a 10% solution of trimethyl aluminum in toluene is added to the reaction for 10 minutes at room temperature under nitrogen atmosphere so that the temperature does not rise above 30° C. Then it is stirred for 2 hours more at 30° C. For hydrolysis, 0.54 ml of water dissolved in 5 ml of dioxane is added to the reaction and stirred for 10 minutes more. Th... The reactants are C(C)N1C=C(C(C2=CC3=C(C=C12)OCO3)=O)C(=O)O (1.4-Dihydro-1-ethyl-6,7-methylenedioxy-4-oxoquinoline-3-carboxylic acid), B(Br)(Br)Br (boron tribromide), [OH-].[K+] (potassium hydroxide). Run in O (water). The product is OC=1C=C2C(C(=CN(C2=CC1O)CC)C(=O)O)=O (1,4-dihydro-6,7-dihydroxy-1-ethyl-4-oxoquinoline-3-carboxylic acid). Isolated yield 84.1%. Reaction SMILES: [CH2:1]([N:3]1[C:12]2[C:7](=[CH:8][C:9]3[O:15]C[O:13][C:10]=3[CH:11]=2)[C:6](=[O:16])[C:5]([C:17]([OH:19])=[O:18])=[CH:4]1)[CH3:2].B(Br)(Br)Br.[OH-].[K+]>O>[OH:15][C:9]1[CH:8]=[C:7]2[C:12](=[CH:11][C:10]=1[OH:13])[N:3]([CH2:1][CH3:2])[CH:4]=[C:5]([C:17]([OH:19])=[O:18])[C:6]2=[O:16] |f:2.3|. Procedure: 1.4-Dihydro-1-ethyl-6,7-methylenedioxy-4-oxoquinoline-3-carboxylic acid (3.9 g) and boron tribromide (15 ml) were heated at 50° C. for 15 hours. The reaction mixture was cooled and added slowly to water (100 ml) at 0° C. The pH was adjusted to 11 with concentrated potassium hydroxide, the mixture was filtered and the filtrate taken to pH1, whereupon the precipitate was collected by filtration, washed with water and dried to give 1,4-dihydro-6,7-dihydroxy-1-ethyl-4-oxoquinoline-3-carboxylic acid ...